This data is from the Open Reaction Database (ORD), a public repository of structured organic reaction records. The task is: describe an organic reaction: reactants, conditions, products, and yield Reported procedure: A 7.35 g portion of magnesium chips, 1.5 ml of carbon tetrachloride and 15 ml of absolute ethanol were added to a dry flask. A solution of 48.1 g of diethyl malonate in 30 ml of absolute ethanol and 120 ml of anhydrous ether was added dropwise over a one hour period. When addition was complete, the mixture was stirred at reflux for 3 hours then cooled to -10° C. with dry ice/acetone. A solution of 70 g of pentafluorobenzoyl chloride in 120 ml of ether was added over 2 hours, maintaining the temp... The yield is 99.6%. Run in C(C)O (ethanol), CCOCC (ether), C(C)O (ethanol), C(Cl)(Cl)(Cl)Cl (carbon tetrachloride), CCOCC (ether). Yields the product FC1=C(C(=C(C(=C1C(=O)C(C(=O)OCC)C(=O)OCC)F)F)F)F ((pentafluorobenzoyl)propanedioic acid, diethyl ester). As a reaction SMILES: [Mg].[C:2]([O:10][CH2:11][CH3:12])(=[O:9])[CH2:3][C:4]([O:6][CH2:7][CH3:8])=[O:5].C(=O)=O.CC(C)=O.[F:20][C:21]1[C:26]([C:27](Cl)=[O:28])=[C:25]([F:30])[C:24]([F:31])=[C:23]([F:32])[C:22]=1[F:33]>C(O)C.CCOCC.C(Cl)(Cl)(Cl)Cl>[F:20][C:21]1[C:26]([C:27]([CH:3]([C:4]([O:6][CH2:7][CH3:8])=[O:5])[C:2]([O:10][CH2:11][CH3:12])=[O:9])=[O:28])=[C:25]([F:30])[C:24]([F:31])=[C:23]([F:32])[C:22]=1[F:33] |f:2.3|. Starting materials: C(CC(=O)OCC)(=O)OCC (diethyl malonate), [Mg] (magnesium), FC1=C(C(=C(C(=C1C(=O)Cl)F)F)F)F (pentafluorobenzoyl chloride), C(=O)=O.CC(=O)C (dry ice acetone). The reactants are C(C)(C)(C)OC(=O)NCC1=NC=C(C2=CC(=CC(=C12)OC)OC)C(=O)O (1-(tert-butoxycarbonylamino-methyl)-6,8-dimethoxy-isoquinoline-4-carboxylic acid), C(C1=CC=CC=C1)NC (benzyl-methyl-amine). Yields the product C(C)(C)(C)OC(NCC1=NC=C(C2=CC(=CC(=C12)OC)OC)C(N(C)CC1=CC=CC=C1)=O)=O ([4-(benzyl-methyl-carbamoyl)-6,8-dimethoxy-isoquinolin-1-ylmethyl]-carbamic acid tert-butyl ester). As a reaction SMILES: [C:1]([O:5][C:6]([NH:8][CH2:9][C:10]1[C:19]2[C:14](=[CH:15][C:16]([O:22][CH3:23])=[CH:17][C:18]=2[O:20][CH3:21])[C:13]([C:24](O)=[O:25])=[CH:12][N:11]=1)=[O:7])([CH3:4])([CH3:3])[CH3:2].[CH2:27]([NH:34][CH3:35])[C:28]1[CH:33]=[CH:32][CH:31]=[CH:30][CH:29]=1>>[C:1]([O:5][C:6](=[O:7])[NH:8][CH2:9][C:10]1[C:19]2[C:14](=[CH:15][C:16]([O:22][CH3:23])=[CH:17][C:18]=2[O:20][CH3:21])[C:13]([C:24](=[O:25])[N:34]([CH2:27][C:28]2[CH:33]=[CH:32][CH:31]=[CH:30][CH:29]=2)[CH3:35])=[CH:12][N:11]=1)([CH3:4])([CH3:2])[CH3:3]. Procedure details: As described in example 1E, 100 mg of 1-(tert-butoxycarbonylamino-methyl)-6,8-dimethoxy-isoquinoline-4-carboxylic acid was coupled with benzyl-methyl-amine to give 100 mg of [4-(benzyl-methyl-carbamoyl)-6,8-dimethoxy-isoquinolin-1-ylmethyl]-carbamic acid tert-butyl ester. MS: APCI (M+H) calc'd for C26H31N3O5+H 466.5; found 466.0. The reactants are O=Cc1c[nH]c2ccc(OCc3ccccc3)cc12, CI, CN(C)C=O, [Cl-], [H-], [NH4+], [Na+], O. Yields the product Cn1cc(C=O)c2cc(OCc3ccccc3)ccc21. RXN SMILES: [CH2:1]([c:2]1[cH:3][cH:4][cH:5][cH:6][cH:7]1)[O:8][c:9]1[cH:10][c:11]2[c:12]([CH:18]=[O:19])[cH:13][nH:14][c:15]2[cH:16][cH:17]1.[CH3:22][I:23].[CH3:26][N:27]([CH3:28])[CH:29]=[O:30].[Cl-:24].[H-:20].[NH4+:25].[Na+:21].[OH2:31]>>[CH2:1]([c:2]1[cH:3][cH:4][cH:5][cH:6][cH:7]1)[O:8][c:9]1[cH:10][c:11]2[c:12]([CH:18]=[O:19])[cH:13][n:14]([CH3:22])[c:15]2[cH:16][cH:17]1. Reactants: C(C)(C)(C)OC(CNC(=O)[C@H]1N(C[C@@H](C1)SC(C1=CC=CC=C1)(C1=CC=CC=C1)C1=CC=CC=C1)S(=O)(=O)C1=CC2=CC=CC=C2C=C1)=O ((2S,4R)-{[1-(Naphthalene-2-sulfonyl)-4-tritylsulfanyl-pyrrolidine-2-carbonyl]-amino}-acetic acid tert-butyl ester), C[Si](C)(C)[N-][Si](C)(C)C.[Li+] (Lithium bis(trimethlsilyl)amide), C(C=C)Br (Allylbromide). Run in C1CCOC1 (THF). The product is C(C)(C)(C)OC(C(CC=C)NC(=O)[C@H]1N(C[C@@H](C1)SC(C1=CC=CC=C1)(C1=CC=CC=C1)C1=CC=CC=C1)S(=O)(=O)C1=CC2=CC=CC=C2C=C1)=O ((2RS)-2-{(2S,4R)-[1-(Naphthalene-2-sulfonyl)-4-tritylsulfanyl-pyrrolidine-2-carbonyl]-amino}-pent-4-enoic acid tert-butyl ester). Isolated yield 20.7%. As a reaction SMILES: [C:1]([O:5][C:6](=[O:49])[CH2:7][NH:8][C:9]([C@@H:11]1[CH2:15][C@@H:14]([S:16][C:17]([C:30]2[CH:35]=[CH:34][CH:33]=[CH:32][CH:31]=2)([C:24]2[CH:29]=[CH:28][CH:27]=[CH:26][CH:25]=2)[C:18]2[CH:23]=[CH:22][CH:21]=[CH:20][CH:19]=2)[CH2:13][N:12]1[S:36]([C:39]1[CH:48]=[CH:47][C:46]2[C:41](=[CH:42][CH:43]=[CH:44][CH:45]=2)[CH:40]=1)(=[O:38])=[O:37])=[O:10])([CH3:4])([CH3:3])[CH3:2].C[Si]([N-][Si](C)(C)C)(C)C.[Li+].[CH2:60](Br)[CH:61]=[CH2:62]>C1COCC1>[C:1]([O:5][C:6](=[O:49])[CH:7]([NH:8][C:9]([C@@H:11]1[CH2:15][C@@H:14]([S:16][C:17]([C:18]2[CH:19]=[CH:20][CH:21]=[CH:22][CH:23]=2)([C:30]2[CH:31]=[CH:32][CH:33]=[CH:34][CH:35]=2)[C:24]2[CH:29]=[CH:28][CH:27]=[CH:26][CH:25]=2)[CH2:13][N:12]1[S:36]([C:39]1[CH:48]=[CH:47][C:46]2[C:41](=[CH:42][CH:43]=[CH:44][CH:45]=2)[CH:40]=1)(=[O:38])=[O:37])=[O:10])[CH2:62][CH:61]=[CH2:60])([CH3:4])([CH3:2])[CH3:3] |f:1.2|. Procedure: A solution of 346 mg (0.5 mmol) (2S,4R)-{[1-(Naphthalene-2-sulfonyl)-4-tritylsulfanyl-pyrrolidine-2-carbonyl]-amino}-acetic acid tert-butyl ester in 10 ml THF at −78° C. was treated with 1.1 ml (1M in THF, 1.1 mmol) Lithium bis(trimethlsilyl)amide solution (LiHMDS). 0.127 ml (1.5 mmol) Allylbromide was added after 30 min and the reaction was warmed up to RT over night. The reaction was partitioned between aqueous 10% KHSO4/EtOAc (4×), the organic phases were washed with aqueous 10% NaCl, dried o... Reactants: BrCc1ccccn1, CC(C)(C)N1C(=O)C(NCCCCc2ccccc2)=C(c2ccccc2)S1(=O)=O. Yields the product O=C1C(NCCCCc2ccccc2)=C(c2ccccc2)S(=O)(=O)N1Cc1ccccn1. RXN SMILES: [Br:30][CH2:31][c:32]1[n:33][cH:34][cH:35][cH:36][cH:37]1.[C:1]([CH3:2])([CH3:3])([CH3:4])[N:5]1[S:6](=[O:28])(=[O:29])[C:7]([c:22]2[cH:23][cH:24][cH:25][cH:26][cH:27]2)=[C:8]([NH:11][CH2:12][CH2:13][CH2:14][CH2:15][c:16]2[cH:17][cH:18][cH:19][cH:20][cH:21]2)[C:9]1=[O:10]>>[N:5]1([CH2:31][c:32]2[n:33][cH:34][cH:35][cH:36][cH:37]2)[S:6](=[O:28])(=[O:29])[C:7]([c:22]2[cH:23][cH:24][cH:25][cH:26][cH:27]2)=[C:8]([NH:11][CH2:12][CH2:13][CH2:14][CH2:15][c:16]2[cH:17][cH:18][cH:19][cH:20][cH:21]2)[C:9]1=[O:10]. The reactants are C(C)(C)(C)[Si](C1=CC=CC=C1)(C1=CC=CC=C1)Cl (tert-butylchlorodiphenylsilane), N1C=NC=C1 (1H-imidazole), BrCC(CBr)O (1,3-dibromo-2-propanol). Reagents/catalysts: CN(C1=CC=NC=C1)C (4-dimethylaminopyridine). Run in C(Cl)Cl (methylene chloride), C(C)OCC (diethyl ether). Yields the product BrCC(O[Si](C1=CC=CC=C1)(C1=CC=CC=C1)C(C)(C)C)CBr ([2-bromo-1-(bromomethyl)ethoxy](tert-butyl)diphenylsilane). Yield: 100.3%. Reaction SMILES: [Br:1][CH2:2][CH:3]([OH:6])[CH2:4][Br:5].N1C=CN=C1.[C:12]([Si:16](Cl)([C:23]1[CH:28]=[CH:27][CH:26]=[CH:25][CH:24]=1)[C:17]1[CH:22]=[CH:21][CH:20]=[CH:19][CH:18]=1)([CH3:15])([CH3:14])[CH3:13]>C(Cl)Cl.CN(C)C1C=CN=CC=1.C(OCC)C>[Br:1][CH2:2][CH:3]([CH2:4][Br:5])[O:6][Si:16]([C:12]([CH3:15])([CH3:14])[CH3:13])([C:23]1[CH:24]=[CH:25][CH:26]=[CH:27][CH:28]=1)[C:17]1[CH:22]=[CH:21][CH:20]=[CH:19][CH:18]=1. Procedure details: To a solution of 1,3-dibromo-2-propanol (20.00 g, 91.79 mmol) in methylene chloride (DCM) (100 mL) cooled to 0° C. was added 1H-imidazole (6.56 g, 96.4 mmol) followed by tert-butylchlorodiphenylsilane (25.1 mL, 96.4 mmol) and 4-dimethylaminopyridine (1.12 g, 9.18 mmol). The reaction was stirred with warming to room temperature overnight. The reaction mixture was diluted with diethyl ether, washed with water, and the aqueous layer was again extracted once with ether. The combined organic extracts... The reactants are CC(=O)[O-], CC(=O)[O-], C=Cc1ccccc1, CN(C)C=O, CC(C)NC(C)C, O=C(Nc1cc(C(F)(F)F)cc(C(F)(F)F)c1)c1cc(I)ccc1O, O, [Pd+2], Cc1ccccc1P(c1ccccc1C)c1ccccc1C. Product: O=C(Nc1cc(C(F)(F)F)cc(C(F)(F)F)c1)c1cc(C=Cc2ccccc2)ccc1O. As a reaction SMILES: [C:63]([O-:64])(=[O:65])[CH3:66].[C:68]([O-:69])(=[O:70])[CH3:71].[CH2:26]=[CH:27][c:28]1[cH:29][cH:30][cH:31][cH:32][cH:33]1.[CH3:73][N:74]([CH3:75])[CH:76]=[O:77].[CH:56]([NH:57][CH:58]([CH3:59])[CH3:60])([CH3:61])[CH3:62].[F:1][C:2]([c:3]1[cH:4][c:5]([NH:13][C:14]([c:15]2[c:16]([OH:22])[cH:17][cH:18][c:19]([I:21])[cH:20]2)=[O:23])[cH:6][c:7]([C:9]([F:10])([F:11])[F:12])[cH:8]1)([F:24])[F:25].[OH2:72].[Pd+2:67].[c:34]1([CH3:35])[cH:36][cH:37][cH:38][cH:39][c:40]1[P:41]([c:42]1[cH:43][cH:44][cH:45][cH:46][c:47]1[CH3:48])[c:49]1[cH:50][cH:51][cH:52][cH:53][c:54]1[CH3:55]>>[F:1][C:2]([c:3]1[cH:4][c:5]([NH:13][C:14]([c:15]2[c:16]([OH:22])[cH:17][cH:18][c:19]([CH:26]=[CH:27][c:28]3[cH:29][cH:30][cH:31][cH:32][cH:33]3)[cH:20]2)=[O:23])[cH:6][c:7]([C:9]([F:10])([F:11])[F:12])[cH:8]1)([F:24])[F:25].